This data is from the Open Reaction Database (ORD), a public repository of structured organic reaction records. The task is: describe an organic reaction: reactants, conditions, products, and yield Reactants: ClC1=CC(=C(C(=O)OC)C=C1)NC(CC=1C=NC=CC1)=O (methyl 4-chloro-2-(3-pyridyl)acetamidobenzoate), C[Si]([N-][Si](C)(C)C)(C)C.[K+] (potassium hexamethyldisilazide), C1(=CC=CC=C1)C (toluene), CO (Methanol). The solvent is O1CCCC1 (tetrahydrofuran). Reaction conditions: time 2 hour. The product is ClC1=CC=C2C(C(C(NC2=C1)=O)C1=NC=CC=C1)=O (7-Chloro-2,4-dioxo-3-(2-pyridyl)-1,2,3,4-tetrahydroquinoline). As a reaction SMILES: [Cl:1][C:2]1[CH:11]=[CH:10][C:5]([C:6]([O:8]C)=O)=[C:4]([NH:12]C(=O)CC2C=NC=CC=2)[CH:3]=1.C[Si](C)(C)[N-:24][Si](C)(C)C.[K+].[C:32]1(C)[CH:37]=[CH:36][CH:35]=[CH:34][CH:33]=1.[CH3:39][OH:40]>O1CCCC1>[Cl:1][C:2]1[CH:3]=[C:4]2[C:5]([C:6](=[O:8])[CH:32]([C:33]3[CH:34]=[CH:35][CH:36]=[CH:37][N:24]=3)[C:39](=[O:40])[NH:12]2)=[CH:10][CH:11]=1 |f:1.2|. Procedure: To a solution of methyl 2-amino-4-chlorobenzoate (2 g, 10.8 mmol) in 1,2-dichlorethane (60 ml) was added 2-pyridylacetic acid hydrochloride (1.9 g, 10.8 mmol), triethylamine (3.2 ml, 22.7 mmol) and bis (2-oxo-3-oxazolidinyl)phosphinic chloride and the reaction refluxed for 8 h. More 2-pyridylacetic acid (1.9 g, 10.8 mmol) and triethylamine (3.2 ml, 22.7 mmol) were added and refluxing continued for a further 16 h. The solvent was evaporated and the residue partitioned between saturated aqueous so... Starting materials: CC(=O)OCC=C(C)C(OC(C)=O)OC(C)=O, CC(=O)O, O. Yields the product CC(=O)OCC=C(C)C=O. RXN SMILES: [C:1]([O:4][CH:5]([O:2][C:3](=[O:14])[CH3:15])[C:6](=[CH:7][CH2:8][O:9][C:10]([CH3:11])=[O:12])[CH3:13])(=[O:16])[CH3:17].[CH3:18][C:19](=[O:20])[OH:21].[OH2:22]>>[O:4]=[CH:5][C:6](=[CH:7][CH2:8][O:9][C:10]([CH3:11])=[O:12])[CH3:13]. Starting materials: C(C=1C(C=O)=CC=CC1)(=O)O (phthalaldehydic acid), Cl (hydrogen chloride), C(C)O (ethanol), C(CN)N (ethylenediamine). The solvent is CO (methanol). Yields the product Cl.N1CCN2C1C1=CC=CC=C1C2=O (1,2,3,9b-tetrahydro-5H-imidazo[2,1-a]isoindol-5-one hydrochloride). As a reaction SMILES: [C:1]([OH:11])(=O)[C:2]1[C:3](=[CH:6][CH:7]=[CH:8][CH:9]=1)[CH:4]=O.C(O)C.[CH2:15]([NH2:18])[CH2:16][NH2:17].[ClH:19]>CO>[ClH:19].[NH:17]1[CH:4]2[C:3]3[C:2]([C:1](=[O:11])[N:18]2[CH2:15][CH2:16]1)=[CH:9][CH:8]=[CH:7][CH:6]=3 |f:5.6|. Procedure: A solution of 7.5 g. of phthalaldehydic acid in 30 ml. of ethanol and 34 ml. of ethylenediamine was refluxed for 16 hours. The solution was concentrated in vacuo and the residue was dissolved in methylene chloride. The solution was washed with water, dried and concentrated. The residue was distilled in a bulb tube at 0.3 mm at a bath temperature of 150°-180°. A colorless oil was obtained which was dissolved in methanol and on addition of ethereal hydrogen chloride gave white prisms of 1,2,3,9b-t... The reactants are [OH-].[Na+] (sodium hydroxide), CC=1C(=C(C=CC1)C1=CC=CC=C1)[N+](=O)[O-] (3-methyl-2-nitro-[1,1'-biphenyl]), stannous chloride, Cl (hydrochloric acid). Run in C(C)O (ethanol). The product is CC1=C(C(=CC=C1)C1=CC=CC=C1)N (3-methyl-[1,1'-biphenyl]-2-amine). As a reaction SMILES: [CH3:1][C:2]1[C:3]([N+:14]([O-])=O)=[C:4]([C:8]2[CH:13]=[CH:12][CH:11]=[CH:10][CH:9]=2)[CH:5]=[CH:6][CH:7]=1.Cl.[OH-].[Na+]>C(O)C>[CH3:1][C:2]1[CH:7]=[CH:6][CH:5]=[C:4]([C:8]2[CH:9]=[CH:10][CH:11]=[CH:12][CH:13]=2)[C:3]=1[NH2:14] |f:2.3|. Procedure: During a 45 minute period 3-methyl-2-nitro-[1,1'-biphenyl] (25.4 g, 0.119 mole) was added portionwise at 30° to a stirred solution of stannous chloride (107.5 g, 0.476 mole) and 150 ml of concentrated hydrochloric acid in enough ethanol to produce a solution. After complete addition the mixture was heated at reflux for 17 hours. The mixture was cooled and made basic (pH 9-10) with 4N aqueous sodium hydroxide, producing a white precipitate. The precipitate was collected by filtration and partitio... The reactants are C1(=CC=CC=C1)S(=O)(=O)CC1=CC=C(C(=C1C(=O)OCC)O)C1=COC=C1 (ethyl 6-(benzenesulphonylmethyl)-3-(furan-3-yl)-2-hydroxybenzoate), O1C=C(C=C1)B(O)O (furan-3-yl boronic acid), BrC1(CC(C(=O)OC)=C(C=C1)CS(=O)(=O)C1=C(C=CC=C1)Cl)OC (methyl 3-bromo-6-(2-chlorobenzenesulphonylmethyl)-3-methoxybenzoate), Intermediate 98. Yields the product ClC1=C(C=CC=C1)S(=O)(=O)CC1=CC=C(C(=C1C(=O)OC)OC)C1=COC=C1 (Methyl 6-(2-chlorobenzenesulphonylmethyl)-3-(furan-3-yl)-2-methoxybenzoate). As a reaction SMILES: C1(S(CC2C(C(OCC)=O)=C(O)C([C:23]3[CH:27]=[CH:26][O:25][CH:24]=3)=CC=2)(=O)=O)C=CC=CC=1.Br[C:29]1(OC)[CH:38]=[CH:37][C:36]([CH2:39][S:40]([C:43]2[CH:48]=[CH:47][CH:46]=[CH:45][C:44]=2[Cl:49])(=[O:42])=[O:41])=[C:31]([C:32]([O:34][CH3:35])=[O:33])[CH2:30]1.[O:52]1C=CC(B(O)O)=[CH:53]1>>[Cl:49][C:44]1[CH:45]=[CH:46][CH:47]=[CH:48][C:43]=1[S:40]([CH2:39][C:36]1[C:31]([C:32]([O:34][CH3:35])=[O:33])=[C:30]([O:52][CH3:53])[C:29]([C:23]2[CH:27]=[CH:26][O:25][CH:24]=2)=[CH:38][CH:37]=1)(=[O:41])=[O:42]. Reported procedure: Prepared by proceeding in a similar manner to Intermediate 36, starting from methyl 3-bromo-6-(2-chlorobenzenesulphonylmethyl)-3-methoxybenzoate, (Intermediate 98) and furan-3-yl boronic acid. Yields the product CNc1ccc(C(=O)O)cc1S(=O)(=O)C1CNCCO1. RXN SMILES: [CH2:16]1[CH2:17][O:18][CH2:19][CH2:20][NH:21]1.[CH3:22][CH2:23][O:24][C:25](=[O:26])[CH3:27].[Cl:1][S:2](=[O:3])(=[O:4])[c:5]1[cH:6][c:7]([C:8](=[O:9])[OH:10])[cH:11][cH:12][c:13]1[NH:14][CH3:15]>>[S:2](=[O:3])(=[O:4])([c:5]1[cH:6][c:7]([C:8](=[O:9])[OH:10])[cH:11][cH:12][c:13]1[NH:14][CH3:15])[CH:17]1[CH2:16][NH:21][CH2:20][CH2:19][O:18]1. Starting materials: C1COCCN1, CCOC(C)=O, CNc1ccc(C(=O)O)cc1S(=O)(=O)Cl. The reactants are FC\1(CCN(C2=C(/C1=C/C(=O)NCC1CCN(CC1)C(=O)OC(C)(C)C)C=CC=C2)C(=O)C2=C(N=C(S2)C2=CC=CC=C2)C)F (tert-butyl (Z)-{4-[({[4,4-difluoro-1-(4-methyl-2-phenylthiazole-5-carbonyl)-2,3,4,5-tetrahydro-1H-1-benzoazepin-5-ylidene]acetyl}amino)methyl]-piperidino}carboxylate), Cl.C(C)(=O)OCC (HCl ethyl acetate), C([O-])(O)=O.[Na+] (sodium bicarbonate). Solvent: C(C)(=O)OCC (ethyl acetate). Run at time 1.5 day. Yields the product Cl.Cl.FC\1(CCN(C2=C(/C1=C/C(=O)NCC1CCNCC1)C=CC=C2)C(=O)C2=C(N=C(S2)C2=CC=CC=C2)C)F ((Z)-[4,4-difluoro-1-(4-methyl-2phenyl -thiazole-5-carbonyl)-2,3,4,5-tetrahydro-1H-1-benzoazepin-5-ylidene]-N-[(4-piperidyl)methyl]acetamide dihydrochloride). RXN SMILES: [F:1][C:2]1([F:45])[CH2:3][CH2:4][N:5]([C:31]([C:33]2[S:37][C:36]([C:38]3[CH:43]=[CH:42][CH:41]=[CH:40][CH:39]=3)=[N:35][C:34]=2[CH3:44])=[O:32])[C:6]2[CH:30]=[CH:29][CH:28]=[CH:27][C:7]=2/[C:8]/1=[CH:9]/[C:10]([NH:12][CH2:13][CH:14]1[CH2:19][CH2:18][N:17](C(OC(C)(C)C)=O)[CH2:16][CH2:15]1)=[O:11].[ClH:46].C(OCC)(=O)C.C(=O)(O)[O-].[Na+]>C(OCC)(=O)C>[ClH:46].[ClH:46].[F:45][C:2]1([F:1])[CH2:3][CH2:4][N:5]([C:31]([C:33]2[S:37][C:36]([C:38]3[CH:39]=[CH:40][CH:41]=[CH:42][CH:43]=3)=[N:35][C:34]=2[CH3:44])=[O:32])[C:6]2[CH:30]=[CH:29][CH:28]=[CH:27][C:7]=2/[C:8]/1=[CH:9]/[C:10]([NH:12][CH2:13][CH:14]1[CH2:15][CH2:16][NH:17][CH2:18][CH2:19]1)=[O:11] |f:1.2,3.4,6.7.8|. Procedure: To a solution of 420 mg of tert-butyl (Z)-{4-[({[4,4-difluoro-1-(4-methyl-2-phenylthiazole-5-carbonyl)-2,3,4,5-tetrahydro-1H-1-benzoazepin-5-ylidene]acetyl}amino)methyl]-piperidino}carboxylate in 6 ml of ethyl acetate was added 660 μl of a 4N HCl/ethyl acetate solution, followed by stirring at room temperature for 1.5 days. To the reaction solution was added a saturated aqueous solution of sodium bicarbonate, followed by extracting with ethyl acetate. The organic layer was washed with a saturate... The reactants are C(C)(=O)[O-].[Na+] (sodium acetate), C(C1=CC=CC=C1)N1C(NC(=C1C(=O)OCC)C(=O)OCC)(Br)C (diethyl 1-benzyl-2-bromo-methylimidazole-4,5-dicarboxylate), C(C)(=O)OCC (ethyl acetate), O (water). The solvent is CN(C=O)C (dimethylformamide). Run at temperature 40 celsius. Product: C(C)(=O)OCC=1N(C(=C(N1)C(=O)OCC)C(=O)OCC)CC1=CC=CC=C1 (Diethyl 2-acetoxymethyl-1-benzylimidazole-4,5-dicarboxylate). Isolated yield 60.4%. RXN SMILES: [C:1]([O-:4])(=[O:3])[CH3:2].[Na+].[CH2:6]([N:13]1[C:17]([C:18]([O:20][CH2:21][CH3:22])=[O:19])=[C:16]([C:23]([O:25][CH2:26][CH3:27])=[O:24])[NH:15][C:14]1([CH3:29])Br)[C:7]1[CH:12]=[CH:11][CH:10]=[CH:9][CH:8]=1.C(OCC)(=O)C.O>CN(C)C=O>[C:1]([O:4][CH2:29][C:14]1[N:13]([CH2:6][C:7]2[CH:12]=[CH:11][CH:10]=[CH:9][CH:8]=2)[C:17]([C:18]([O:20][CH2:21][CH3:22])=[O:19])=[C:16]([C:23]([O:25][CH2:26][CH3:27])=[O:24])[N:15]=1)(=[O:3])[CH3:2] |f:0.1|. Reported procedure: 1.11 g of sodium acetate were added to a solution of 2.67 g of diethyl 1-benzyl-2-bromomethylimidazole-4,5-dicarboxylate [prepared as described in Preparation 42(ii)] in 30 ml of dimethylformamide, and the resulting mixture was heated at 40° C. for 5 hours. At the end of this time, the reaction solution was mixed with ethyl acetate and water, and then the ethyl acetate layer was separated. The resulting ethyl acetate extract was washed with an aqueous solution of sodium chloride and then dried o... Starting materials: Brc1cncnc1, N#CC(CCc1ccc(Cl)cc1)c1ccccc1, [H-], [Na+], CN(C)C=O. Product: N#CC(CCc1ccc(Cl)cc1)(c1ccccc1)c1cncnc1. As a reaction SMILES: [Br:21][c:22]1[cH:23][n:24][cH:25][n:26][cH:27]1.[Cl:3][c:4]1[cH:5][cH:6][c:7]([CH2:10][CH2:11][CH:12]([C:13]#[N:14])[c:15]2[cH:16][cH:17][cH:18][cH:19][cH:20]2)[cH:8][cH:9]1.[H-:2].[Na+:1].[O:28]=[CH:29][N:30]([CH3:31])[CH3:32]>>[Cl:3][c:4]1[cH:5][cH:6][c:7]([CH2:10][CH2:11][C:12]([C:13]#[N:14])([c:15]2[cH:16][cH:17][cH:18][cH:19][cH:20]2)[c:22]2[cH:23][n:24][cH:25][n:26][cH:27]2)[cH:8][cH:9]1.